Dataset: the Open Reaction Database (ORD), a public repository of structured organic reaction records. Task: describe an organic reaction: reactants, conditions, products, and yield Starting materials: FC1=C(N)C=CC(=C1)F (2,4-difluoroaniline), 10, C12C(CCCC1)C(=O)OC2=O (cyclohexane-1,2-dicarboxylic anhydride). Solvent: C(C)(=O)O (acetic acid). Run at time 2 hour. Product: 10.2, FC1=C(C=CC(=C1)F)N1C(C2CCCCC2C1=O)=O (2-(2,4-difluorophenyl)-3a,4,5,6,7,7a-hexahydro-1H-isoindole-1,3(2H)-dione). RXN SMILES: [F:1][C:2]1[CH:8]=[C:7]([F:9])[CH:6]=[CH:5][C:3]=1[NH2:4].[CH:10]12[C:19](=O)[O:18][C:16](=[O:17])[CH:11]1[CH2:12][CH2:13][CH2:14][CH2:15]2>C(O)(=O)C>[F:1][C:2]1[CH:8]=[C:7]([F:9])[CH:6]=[CH:5][C:3]=1[N:4]1[C:16](=[O:17])[CH:11]2[CH:10]([CH2:15][CH2:14][CH2:13][CH2:12]2)[C:19]1=[O:18]. Reported procedure: 8.38 Parts of 2,4-difluoroaniline were added to a solution of 10 parts of cyclohexane-1,2-dicarboxylic anhydride in 100 parts of glacial acetic acid. The mixture was stirred for two hours. The mixture was refluxed for 20 hours and the resulting product was poured into 200 parts of ice. The resulting crystals were filtered and recrystallized twice from 70 parts of methanol at -40° C to yield 10.2 parts of white crystals of 2-(2,4-difluorophenyl)-3a,4,5,6,7,7a-hexahydro-1H-isoindole-1,3(2H)-dione ... Reactants: BrC=1C=NC(=NC1)NC1=CC=C(C=C1)CO ([4-(5-bromo-pyrimidin-2-ylamino)-phenyl]-methanol), O1CCOCC1 (dioxane). The reagents and catalysts are CCCC[N+](CCCC)(CCCC)CCCC.[I-] (TBAI), [O-2].[Mn+4].[O-2] (manganese (IV) oxide). Run at temperature 130 celsius. Yields the product COC1=CC=C(C=C1)C=1C=NC(=NC1)NC1=CC=C(C=O)C=C1 (4-[5-(4-methoxy-phenyl)-pyrimidin-2-ylamino]-benzaldehyde). Reaction SMILES: Br[C:2]1[CH:3]=[N:4][C:5]([NH:8][C:9]2[CH:14]=[CH:13][C:12]([CH2:15][OH:16])=[CH:11][CH:10]=2)=[N:6][CH:7]=1.O1[CH2:22][CH2:21][O:20][CH2:19]C1>CCCC[N+](CCCC)(CCCC)CCCC.[I-].[O-2].[Mn+4].[O-2]>[CH3:19][O:20][C:21]1[CH:22]=[CH:11][C:10]([C:2]2[CH:3]=[N:4][C:5]([NH:8][C:9]3[CH:14]=[CH:13][C:12]([CH:15]=[O:16])=[CH:11][CH:10]=3)=[N:6][CH:7]=2)=[CH:9][CH:14]=1 |f:2.3,4.5.6|. Reported procedure: To a solution of [4-(5-bromo-pyrimidin-2-ylamino)-phenyl]-methanol 15 (0.94 mmol) in dioxane (2 mL) is added manganese (IV) oxide (4.7 mmol) and TBAI (0.06 mmol). The reaction mixture is heated in a microwave oven at 130° C. for 30 min. Purification by silica gel chromatography using hexane:EtOAc=1:1 affords 4-[5-(4-methoxy-phenyl)-pyrimidin-2-ylamino]-benzaldehyde 16. 1H NMR (400 MHz, d6-DMSO) δ 10.45 (s, 1H), 9.85 (s, 1H), 8.72 (s, 2H), 7.96 (d, J=8.4 Hz, 2H), 7.85 (d, J=8.4 Hz, 2H). MS (m/z) ... Starting materials: CC1=C(NC2=C1C(N(CCC2)CCN2CCCC2)=O)C=O (3-methyl-4-oxo-5-(2-pyrrolidin-1-yl-ethyl)-1,4,5,6,7,8-hexahydro-pyrrolo[3,2-c]azepine-2-carbaldehyde), ClC=1C=C2CC(NC2=CC1)=O (5-chloro-1,3-dihydro-indol-2-one). Yields the product ClC=1C=C2/C(/C(NC2=CC1)=O)=C/C1=C(C=2C(N(CCCC2N1)CCN1CCCC1)=O)C ((Z)-2-(5-chloro-2-oxo-1,2-dihydro-indol-3-ylidenemethyl)-3-methyl-5-(2-pyrrolidin-1-yl-ethyl)-5,6,7,8-tetrahydro-1H-pyrrolo[3,2-c]azepin-4-one). Yield: 77.7%. Reaction SMILES: [CH3:1][C:2]1[C:6]2[C:7](=[O:19])[N:8]([CH2:12][CH2:13][N:14]3[CH2:18][CH2:17][CH2:16][CH2:15]3)[CH2:9][CH2:10][CH2:11][C:5]=2[NH:4][C:3]=1[CH:20]=O.[Cl:22][C:23]1[CH:24]=[C:25]2[C:29](=[CH:30][CH:31]=1)[NH:28][C:27](=[O:32])[CH2:26]2>>[Cl:22][C:23]1[CH:24]=[C:25]2[C:29](=[CH:30][CH:31]=1)[NH:28][C:27](=[O:32])/[C:26]/2=[CH:20]\[C:3]1[NH:4][C:5]2[CH2:11][CH2:10][CH2:9][N:8]([CH2:12][CH2:13][N:14]3[CH2:15][CH2:16][CH2:17][CH2:18]3)[C:7](=[O:19])[C:6]=2[C:2]=1[CH3:1]. Procedure: The title compound was prepared under the same conditions as described in step 4 of Example 28 with 3-methyl-4-oxo-5-(2-pyrrolidin-1-yl-ethyl)-1,4,5,6,7,8-hexahydro-pyrrolo[3,2-c]azepine-2-carbaldehyde 28c obtained from step 3 of Example 28 and 5-chloro-1,3-dihydro-indol-2-one as starting materials to obtain (Z)-2-(5-chloro-2-oxo-1,2-dihydro-indol-3-ylidenemethyl)-3-methyl-5-(2-pyrrolidin-1-yl-ethyl)-5,6,7,8-tetrahydro-1H-pyrrolo[3,2-c]azepin-4-one 47 (61 mg, yield 77.7%) as a yellow solid.